Dataset: the Open Reaction Database (ORD), a public repository of structured organic reaction records. Task: describe an organic reaction: reactants, conditions, products, and yield The reactants are [BH4-], O=C([O-])O, CCO, Cl, CCOC(=O)c1cc(-c2cccnc2N)on1, [Na+], [Na+], [Na+], C1CCOC1, [OH-]. The product is Nc1ncccc1-c1cc(CO)no1. RXN SMILES: [BH4-:18].[C:21](=[O:22])([OH:23])[O-:24].[CH3:33][CH2:34][OH:35].[ClH:20].[NH2:1][c:2]1[n:3][cH:4][cH:5][cH:6][c:7]1-[c:8]1[cH:9][c:10]([C:13](=[O:14])[O:15][CH2:16][CH3:17])[n:11][o:12]1.[Na+:19].[Na+:25].[Na+:27].[O:28]1[CH2:29][CH2:30][CH2:31][CH2:32]1.[OH-:26]>>[NH2:1][c:2]1[n:3][cH:4][cH:5][cH:6][c:7]1-[c:8]1[cH:9][c:10]([CH2:13][OH:14])[n:11][o:12]1. Reactants: NC(CCCC(=O)OC)C1=C(C=NC=C1OC)OC (methyl 5-amino-5-(3,5-dimethoxypyridin-4-yl)pentanoate), CC=1SC=C(N1)C=1C=C(C=O)C=CC1 (3-(2-methylthiazol-4-yl)benzaldehyde). Product: COC=1C=NC=C(C1C1CCCC(N1CC1=CC(=CC=C1)C=1N=C(SC1)C)=O)OC (6-(3,5-dimethoxypyridin-4-yl)-1-(3-(2-methylthiazol-4-yl)benzyl)piperidin-2-one). Reaction SMILES: [NH2:1][CH:2]([C:10]1[C:15]([O:16][CH3:17])=[CH:14][N:13]=[CH:12][C:11]=1[O:18][CH3:19])[CH2:3][CH2:4][CH2:5][C:6]([O:8]C)=O.[CH3:20][C:21]1[S:22][CH:23]=[C:24]([C:26]2[CH:27]=[C:28]([CH:31]=[CH:32][CH:33]=2)[CH:29]=O)[N:25]=1>>[CH3:19][O:18][C:11]1[CH:12]=[N:13][CH:14]=[C:15]([O:16][CH3:17])[C:10]=1[CH:2]1[N:1]([CH2:29][C:28]2[CH:31]=[CH:32][CH:33]=[C:26]([C:24]3[N:25]=[C:21]([CH3:20])[S:22][CH:23]=3)[CH:27]=2)[C:6](=[O:8])[CH2:5][CH2:4][CH2:3]1. Reported procedure: Prepared according to the described general procedure 1 (GP1) by reaction of methyl 5-amino-5-(3,5-dimethoxypyridin-4-yl)pentanoate with commercially available 3-(2-methylthiazol-4-yl)benzaldehyde. Subsequent purification by preparative HPLC afforded the target compound. LC-MS (conditions A): tR=0.54 min.; [M+H]+: 423.76 g/mol. The reactants are Cc1ccc(S(=O)(=O)O)cc1, Cc1ccccc1, CC(N)C(Cc1ccc(Cl)cc1)c1cccc(C#N)c1, O=C(Cn1cccn1)c1ccccc1. Product: CC(NC(Cn1cccn1)c1ccccc1)C(Cc1ccc(Cl)cc1)c1cccc(C#N)c1. As a reaction SMILES: [CH3:35][c:36]1[cH:37][cH:38][c:39]([S:40]([OH:41])(=[O:42])=[O:43])[cH:44][cH:45]1.[CH3:46][c:47]1[cH:48][cH:49][cH:50][cH:51][cH:52]1.[Cl:1][c:2]1[cH:3][cH:4][c:5]([CH2:8][CH:9]([CH:10]([CH3:11])[NH2:12])[c:13]2[cH:14][c:15]([C:19]#[N:20])[cH:16][cH:17][cH:18]2)[cH:6][cH:7]1.[c:21]1([C:27]([CH2:28][n:29]2[n:30][cH:31][cH:32][cH:33]2)=[O:34])[cH:22][cH:23][cH:24][cH:25][cH:26]1>>[Cl:1][c:2]1[cH:3][cH:4][c:5]([CH2:8][CH:9]([CH:10]([CH3:11])[NH:12][CH:27]([c:21]2[cH:22][cH:23][cH:24][cH:25][cH:26]2)[CH2:28][n:29]2[n:30][cH:31][cH:32][cH:33]2)[c:13]2[cH:14][c:15]([C:19]#[N:20])[cH:16][cH:17][cH:18]2)[cH:6][cH:7]1. Reactants: CCC(CC)N1CCCc2c(C)nc(Nc3ccc(C(C)C)cc3Br)nc21, CN(C)C=O, [H-], CCI, [Na+]. Yields the product CCC(CC)N1CCCc2c(C)nc(N(CC)c3ccc(C(C)C)cc3Br)nc21. Reaction SMILES: [Br:3][c:4]1[c:5]([NH:13][c:14]2[n:15][c:16]([CH3:29])[c:17]3[c:18]([n:19]2)[N:20]([CH:24]([CH2:25][CH3:26])[CH2:27][CH3:28])[CH2:21][CH2:22][CH2:23]3)[cH:6][cH:7][c:8]([CH:10]([CH3:11])[CH3:12])[cH:9]1.[CH3:33][N:34]([CH3:35])[CH:36]=[O:37].[H-:1].[I:30][CH2:31][CH3:32].[Na+:2]>>[Br:3][c:4]1[c:5]([N:13]([c:14]2[n:15][c:16]([CH3:29])[c:17]3[c:18]([n:19]2)[N:20]([CH:24]([CH2:25][CH3:26])[CH2:27][CH3:28])[CH2:21][CH2:22][CH2:23]3)[CH2:31][CH3:32])[cH:6][cH:7][c:8]([CH:10]([CH3:11])[CH3:12])[cH:9]1. Reactants: aqueous solution, B(Br)(Br)Br (boron tribromide), COC1=C(C=CC=C1)C(CN1C=NC=C1)SC1=CC=C(C(=O)OC)C=C1 (Methyl 4-[1-(2-methoxyphenyl)-2-(imidazol-1-yl)ethylthio]benzoate), ice water, C([O-])(O)=O.[Na+] (sodium bicarbonate). Solvent: C(Cl)Cl (methylene chloride), C(Cl)Cl (methylene chloride). Conditions: time 30 minute. Yields the product OC1=C(C=CC=C1)C(CN1C=NC=C1)SC1=CC=C(C(=O)OC)C=C1 (Methyl 4-[1-(2-hydroxyphenyl)-2-(imidazol-1-yl)ethylthio]benzoate). Yield: 8.7%. Reaction SMILES: B(Br)(Br)Br.C[O:6][C:7]1[CH:12]=[CH:11][CH:10]=[CH:9][C:8]=1[CH:13]([S:20][C:21]1[CH:30]=[CH:29][C:24]([C:25]([O:27][CH3:28])=[O:26])=[CH:23][CH:22]=1)[CH2:14][N:15]1[CH:19]=[CH:18][N:17]=[CH:16]1.C(=O)(O)[O-].[Na+]>C(Cl)Cl>[OH:6][C:7]1[CH:12]=[CH:11][CH:10]=[CH:9][C:8]=1[CH:13]([S:20][C:21]1[CH:22]=[CH:23][C:24]([C:25]([O:27][CH3:28])=[O:26])=[CH:29][CH:30]=1)[CH2:14][N:15]1[CH:19]=[CH:18][N:17]=[CH:16]1 |f:2.3|. Procedure details: 814 μl of a 1M aqueous solution of boron tribromide in methylene chloride were added to a solution of 300 mg of methyl 4-[1-(2-methoxyphenyl)-2-(imidazol-1-yl)ethylthio]benzoate (prepared as described in Example 9) in 1.2 ml of methylene chloride at -78° C., and the resulting mixture was allowed to react at room temperature for 5 hours, and then poured into ice-water and stirred for 30 minutes. At the end of this time, the reaction mixture was neutralized with an aqueous solution of sodium bicar... Starting materials: CC(C)(C)c1cc(C2CCCCC2)ccc1O, O=C(O)c1cccnc1, [Cl-], Cl, c1ccncc1. The product is CC(C)(C)c1cc(C2CCCCC2)ccc1OC(=O)c1cccnc1. RXN SMILES: [C:1]([CH3:2])([CH3:3])([CH3:4])[c:5]1[c:6]([OH:17])[cH:7][cH:8][c:9]([CH:11]2[CH2:12][CH2:13][CH2:14][CH2:15][CH2:16]2)[cH:10]1.[C:20]([c:21]1[cH:22][n:23][cH:24][cH:25][cH:26]1)(=[O:27])[OH:28].[Cl-:19].[ClH:18].[cH:29]1[cH:30][cH:31][n:32][cH:33][cH:34]1>>[C:1]([CH3:2])([CH3:3])([CH3:4])[c:5]1[c:6]([O:17][C:20]([c:21]2[cH:22][n:23][cH:24][cH:25][cH:26]2)=[O:27])[cH:7][cH:8][c:9]([CH:11]2[CH2:12][CH2:13][CH2:14][CH2:15][CH2:16]2)[cH:10]1. Reactants: [H-].[Na+] (sodium hydride), oil, [I-].C[S+](C)C (trimethylsulphonium iodide), C(CCC1=CC=CC=C1)=O (hydrocinnamaldehyde). Run in CS(=O)C (Dimethyl sulphoxide), CS(=O)C (dimethyl sulphoxide), O1CCCC1 (tetrahydrofuran), O1CCCC1 (tetrahydrofuran). Run at temperature 5 celsius, time 10 minute. The product is O1C(CCC2=CC=CC=C2)C1 ((±)-(3,4-Epoxybutyl)-benzene), oil. Isolated yield 23.0%. Reaction SMILES: [H-].[Na+].[I-].[CH3:4][S+](C)C.[CH:8](=[O:17])[CH2:9][CH2:10][C:11]1[CH:16]=[CH:15][CH:14]=[CH:13][CH:12]=1>O1CCCC1.CS(C)=O>[O:17]1[CH2:4][CH:8]1[CH2:9][CH2:10][C:11]1[CH:16]=[CH:15][CH:14]=[CH:13][CH:12]=1 |f:0.1,2.3|. Procedure: Dimethyl sulphoxide (100 ml) was added over 5 minutes to sodium hydride (6.76 g of a 55% oil dispersion, 0.155 mol) under a nitrogen atmosphere. The mixture was stirred vigorously for 10 minutes, then diluted with anhydrous tetrahydrofuran (80 ml). The mixture was cooled to 5° C. and a solution of trimethylsulphonium iodide (31.63 g, 0.155 mol) in dimethyl sulphoxide (80 ml) was added slowly keeping the temperature of the reaction mixture at 5° C. After addition the reaction mixture was stirred ...